From a dataset of the Open Reaction Database (ORD), a public repository of structured organic reaction records. describe an organic reaction: reactants, conditions, products, and yield Reactants: NC1=C(C(=O)O)C=CC=C1F (2-amino-3-fluorobenzoic acid), CN (methylamine), C1(CCC1)N1CCC(CC1)OC1=CC(=C(C=O)C=C1)OC (4-[(1-cyclobutylpiperidin-4-yl)oxy]-2-methoxybenzaldehyde). The product is C1(CCC1)N1CCC(CC1)OC1=CC=C(C=C1)C1=NC2=C(C=CC=C2C(N1C)=O)F (2-{4-[(1-Cyclobutylpiperidin-4-yl)oxy]phenyl}-8-fluoro-3-methylquinazolin-4(3H)-one). As a reaction SMILES: [NH2:1][C:2]1[C:10]([F:11])=[CH:9][CH:8]=[CH:7][C:3]=1[C:4]([OH:6])=O.[CH3:12][NH2:13].[CH:14]1([N:18]2[CH2:23][CH2:22][CH:21]([O:24][C:25]3[CH:32]=[CH:31][C:28]([CH:29]=O)=[C:27](OC)[CH:26]=3)[CH2:20][CH2:19]2)[CH2:17][CH2:16][CH2:15]1>>[CH:14]1([N:18]2[CH2:23][CH2:22][CH:21]([O:24][C:25]3[CH:32]=[CH:31][C:28]([C:29]4[N:13]([CH3:12])[C:4](=[O:6])[C:3]5[C:2](=[C:10]([F:11])[CH:9]=[CH:8][CH:7]=5)[N:1]=4)=[CH:27][CH:26]=3)[CH2:20][CH2:19]2)[CH2:17][CH2:16][CH2:15]1. Procedure: The entitled compound was obtained according to the method of Example 15 but starting from 2-amino-3-fluorobenzoic acid, methylamine and 4-[(1-cyclobutylpiperidin-4-yl)oxy]-2-methoxybenzaldehyde. Starting materials: CC1=C(C=CC=C1OC)CCN ({2-[2-Methyl-3-(methyloxy)phenyl]ethyl}amine), C(=O)OCC (ethyl formate). Yields the product CC1=C(C=CC=C1OC)CCNC=O ({2-[2-Methyl-3-(methyloxy)phenyl]ethyl}formamide). As a reaction SMILES: [CH3:1][C:2]1[C:7]([O:8][CH3:9])=[CH:6][CH:5]=[CH:4][C:3]=1[CH2:10][CH2:11][NH2:12].[CH:13](OCC)=[O:14]>>[CH3:1][C:2]1[C:7]([O:8][CH3:9])=[CH:6][CH:5]=[CH:4][C:3]=1[CH2:10][CH2:11][NH:12][CH:13]=[O:14]. Procedure: {2-[2-Methyl-3-(methyloxy)phenyl]ethyl}amine (Preparation 10; 1.75 g; 10.6 mmol) was heated under reflux with ethyl formate (97%; 15 ml) for 15 h. Removal of the solvent gave the crude product (ca. 2 g), which was purified by chromatography on silica gel, eluting with a gradient of 13-63% ethyl acetate in cyclohexane, to give the title compound (1.57 g).